Dataset: the Open Reaction Database (ORD), a public repository of structured organic reaction records. Task: describe an organic reaction: reactants, conditions, products, and yield Reactants: [BH4-].[Na+] (NaBH4), nitro, FC1=C(OC2=C3C(=NC=C2)C=C(S3)C3=CN=CN3C)C=CC(=C1)[N+](=O)[O-] (7-(2-Fluoro-4-nitrophenoxy)-2-(1-methyl-1H-imidazol-5-yl)thieno[3,2-b]pyridine), NiCl2.6H2O, [NH4+].[OH-] (NH4OH). The solvent is CO.C1CCOC1 (MeOH THF), Cl (HCl). Reaction conditions: time 15 minute. Yields the product FC=1C=C(C=CC1OC1=C2C(=NC=C1)C=C(S2)C2=CN=CN2C)N (3-Fluoro-4-(2-(1-methyl-1H-imidazol-5-yl)thieno[3,2-b]pyridin-7-yloxy)benzenamine). The yield is 52.2%. RXN SMILES: [F:1][C:2]1[CH:23]=[C:22]([N+:24]([O-])=O)[CH:21]=[CH:20][C:3]=1[O:4][C:5]1[CH:10]=[CH:9][N:8]=[C:7]2[CH:11]=[C:12]([C:14]3[N:18]([CH3:19])[CH:17]=[N:16][CH:15]=3)[S:13][C:6]=12.[BH4-].[Na+].[NH4+].[OH-]>CO.C1COCC1.Cl>[F:1][C:2]1[CH:23]=[C:22]([NH2:24])[CH:21]=[CH:20][C:3]=1[O:4][C:5]1[CH:10]=[CH:9][N:8]=[C:7]2[CH:11]=[C:12]([C:14]3[N:18]([CH3:19])[CH:17]=[N:16][CH:15]=3)[S:13][C:6]=12 |f:1.2,3.4,5.6|. Procedure: To a stirring mixture of the nitro compound 17 (0.96 g, 2.59 mmol) and NiCl2.6H2O (1.24 g, 5.22 mmol) in MeOH/THF (26 mL/39 mL) at 0° C., NaBH4 (0.341 g, 9.01 mmol) was added portion wise. The reaction mixture was stirred for 15 minutes, quenched with 1M HCl (10 mL) and concentrated under reduced pressure to form a green residue, which was then dissolved in 1M HCl (250 mL) and basified with NH4OH. The cloudy suspension was extracted with EtOAc, the organic layer was collected, filtered, washed w... Reactants: CI, CCO, FC(F)(F)c1ccc2nc(S)[nH]c2c1. Yields the product CSc1nc2ccc(C(F)(F)F)cc2[nH]1. Reaction SMILES: [CH3:15][I:16].[CH3:17][CH2:18][OH:19].[F:1][C:2]([c:3]1[cH:4][c:5]2[c:6]([n:7][c:8]([SH:10])[nH:9]2)[cH:11][cH:12]1)([F:13])[F:14]>>[F:1][C:2]([c:3]1[cH:4][c:5]2[c:6]([n:7][c:8]([S:10][CH3:15])[nH:9]2)[cH:11][cH:12]1)([F:13])[F:14]. Starting materials: CCCC[N+](CCCC)(CCCC)CCCC.[F-] (TBAF), FC1=C(C=CC=C1F)[C@@]1(CC=2C(=NC=CC2)[C@H](CC1)O[Si](C(C)C)(C(C)C)C(C)C)O ((6R,95)-6-(2,3-difluorophenyl)-9-(triisopropylsilyloxy)-6,7,8,9-tetrahydro-5H-cyclohepta[b]pyridin-6-ol), CCCC[N+](CCCC)(CCCC)CCCC.[F-] (TBAF). The solvent is O1CCCC1 (tetrahydrofuran). Reaction conditions: temperature 50 celsius, time 16 hour. Product: FC1=C(C=CC=C1F)[C@]1(CC=2C(=NC=CC2)[C@H](CC1)O)O ((6S,9S)-6-(2,3-difluorophenyl)-6,7,8,9-tetrahydro-5H-cyclohepta[b]pyridine-6,9-diol). Yield: 72.0%. Reaction SMILES: [F:1][C:2]1[C:7]([F:8])=[CH:6][CH:5]=[CH:4][C:3]=1[C@@:9]1([OH:31])[CH2:19][CH2:18][C@H:17]([O:20][Si](C(C)C)(C(C)C)C(C)C)[C:12]2=[N:13][CH:14]=[CH:15][CH:16]=[C:11]2[CH2:10]1.CCCC[N+](CCCC)(CCCC)CCCC.[F-]>O1CCCC1>[F:1][C:2]1[C:7]([F:8])=[CH:6][CH:5]=[CH:4][C:3]=1[C@:9]1([OH:31])[CH2:19][CH2:18][C@H:17]([OH:20])[C:12]2=[N:13][CH:14]=[CH:15][CH:16]=[C:11]2[CH2:10]1 |f:1.2|. Procedure: In a 250 mL round-bottom flask was dissolved (6R,95)-6-(2,3-difluorophenyl)-9-(triisopropylsilyloxy)-6,7,8,9-tetrahydro-5H-cyclohepta[b]pyridin-6-ol (977 mg, 2.183 mmol) in tetrahydrofuran (10 mL) to give a colorless solution. TBAF (4.80 mL, 4.80 mmol) was added, and the mixture was stirred at 50° C. overnight for 16 h. LCMS indicated good conversion with some SM left. Another 0.2 equiv of TBAF was added and the reaction continued at 50° C. for 2 h. Tetrahydrofuran was removed and the residue wa...